Task: describe an organic reaction: reactants, conditions, products, and yield. Dataset: the Open Reaction Database (ORD), a public repository of structured organic reaction records Starting materials: CCOC(=O)CNc1ccc(C(=O)c2c(-c3ccccc3)c(OC)c3ccccn23)cc1OC, [Na+], [OH-]. Product: COc1cc(C(=O)c2c(-c3ccccc3)c(OC)c3ccccn23)ccc1NCC(=O)O. RXN SMILES: [CH3:1][O:2][c:3]1[c:4]([NH:5][CH2:6][C:7](=[O:8])[O:9][CH2:10][CH3:11])[cH:12][cH:13][c:14]([C:16](=[O:17])[c:18]2[c:19](-[c:29]3[cH:30][cH:31][cH:32][cH:33][cH:34]3)[c:20]([O:27][CH3:28])[c:21]3[cH:22][cH:23][cH:24][cH:25][n:26]23)[cH:15]1.[Na+:36].[OH-:35]>>[CH3:1][O:2][c:3]1[c:4]([NH:5][CH2:6][C:7](=[O:8])[OH:9])[cH:12][cH:13][c:14]([C:16](=[O:17])[c:18]2[c:19](-[c:29]3[cH:30][cH:31][cH:32][cH:33][cH:34]3)[c:20]([O:27][CH3:28])[c:21]3[cH:22][cH:23][cH:24][cH:25][n:26]23)[cH:15]1. Procedure: 2,6-difluoro-3-(oxiran-2-yl)benzonitrile (3.70 g, 20.4 mmol) and (R)-tert-butyl 3-(hydroxymethyl)piperazine-1-carboxylate (6.63 g, 30.6 mmol) were dissolved in ethanol (36.0 mL) then placed in 3-20 mL sealed tubes and microwaved at 140° C. for 1 h. The solvents were evaporated and the combined residue was purified by chromatography through a 120 g ISCO Redi-sep column with 50% to 100% ethyl acetate/hexane solvent system to yield the title compound LC-MS (IE, m/z): 398 [M+1]+. The product is C(#N)C=1C(=C(C=CC1F)C(CN1[C@H](CN(CC1)C(=O)OC(C)(C)C)CO)O)F ((3R)-tert-butyl 4-(2-(3-cyano-2,4-difluorophenyl)-2-hydroxyethyl)-3-(hydroxymethyl)piperazine-1-carboxylate). As a reaction SMILES: [F:1][C:2]1[C:9]([CH:10]2[CH2:12][O:11]2)=[CH:8][CH:7]=[C:6]([F:13])[C:3]=1[C:4]#[N:5].[OH:14][CH2:15][C@@H:16]1[NH:21][CH2:20][CH2:19][N:18]([C:22]([O:24][C:25]([CH3:28])([CH3:27])[CH3:26])=[O:23])[CH2:17]1>C(O)C>[C:4]([C:3]1[C:2]([F:1])=[C:9]([CH:10]([OH:11])[CH2:12][N:21]2[CH2:20][CH2:19][N:18]([C:22]([O:24][C:25]([CH3:26])([CH3:27])[CH3:28])=[O:23])[CH2:17][C@@H:16]2[CH2:15][OH:14])[CH:8]=[CH:7][C:6]=1[F:13])#[N:5]. Starting materials: FC1=C(C#N)C(=CC=C1C1OC1)F (2,6-difluoro-3-(oxiran-2-yl)benzonitrile), OC[C@H]1CN(CCN1)C(=O)OC(C)(C)C ((R)-tert-butyl 3-(hydroxymethyl)piperazine-1-carboxylate). Solvent: C(C)O (ethanol). Reactants: CCO, CCOC(C)=O, Nc1c([N+](=O)[O-])cc(F)c(F)c1Cl, Nc1cc(F)c(F)cc1N, [Na+], O=C([O-])O, O. The product is Nc1cc(F)c(F)c(Cl)c1N. As a reaction SMILES: [CH3:14][CH2:15][OH:16].[CH3:32][CH2:33][O:34][C:35](=[O:36])[CH3:37].[Cl:1][c:2]1[c:3]([NH2:4])[c:5]([N+:11]([O-:12])=[O:13])[cH:6][c:7]([F:10])[c:8]1[F:9].[F:22][c:23]1[c:24]([F:25])[cH:26][c:27]([NH2:28])[c:29]([NH2:30])[cH:31]1.[Na+:21].[O-:17][C:18]([OH:19])=[O:20].[OH2:38]>>[Cl:1][c:2]1[c:3]([NH2:4])[c:5]([NH2:11])[cH:6][c:7]([F:10])[c:8]1[F:9]. Starting materials: N(N)C=1C=C(C(=O)O)C=CC1 (3-hydrazinobenzoic acid), C(C)OC=C(C(=O)OCC)C#N (ethyl 2-ethoxymethylene-2-cyanoacetate). The solvent is C(C)O (ethanol). Yields the product NC1=C(C=NN1C=1C=C(C(=O)O)C=CC1)C(=O)OCC (3-(5-amino-4-ethoxycarbonylpyrazol-1-yl)benzoic acid). The yield is 66.3%. As a reaction SMILES: [NH:1]([C:3]1[CH:4]=[C:5]([CH:9]=[CH:10][CH:11]=1)[C:6]([OH:8])=[O:7])[NH2:2].C(O[CH:15]=[C:16]([C:22]#[N:23])[C:17]([O:19][CH2:20][CH3:21])=[O:18])C>C(O)C>[NH2:23][C:22]1[N:1]([C:3]2[CH:4]=[C:5]([CH:9]=[CH:10][CH:11]=2)[C:6]([OH:8])=[O:7])[N:2]=[CH:15][C:16]=1[C:17]([O:19][CH2:20][CH3:21])=[O:18]. Procedure: The mixture of 3-hydrazinobenzoic acid (5.0 g) and ethyl 2-ethoxymethylene-2-cyanoacetate (5.6 g) in ethanol (50 ml) was heated under reflux for 2 hours under stirring, and then the mixture was evaporated in vacuo. To the residue was added a mixture of ethyl acetate and water, and the mixture was adjusted to pH 8 with 20% aqueous potassium carbonate solution. The separated aqueous layer was adjusted to pH 4 with 6N-hydrochloric acid and extracted with ethyl acetate. The extract layer was washed ... The reactants are O=C([O-])[O-], CC(C)(C)OC(=O)N1CCC(CN)CC1, CC#N, Clc1nccnc1Cl, [Cs+], [Cs+]. The product is CC(C)(C)OC(=O)N1CCC(CNc2nccnc2Cl)CC1. RXN SMILES: [C:24](=[O:25])([O-:26])[O-:27].[C:9]([CH3:10])([CH3:11])([CH3:12])[O:13][C:14](=[O:15])[N:16]1[CH2:17][CH2:18][CH:19]([CH2:22][NH2:23])[CH2:20][CH2:21]1.[CH3:30][C:31]#[N:32].[Cl:1][c:2]1[n:3][cH:4][cH:5][n:6][c:7]1[Cl:8].[Cs+:28].[Cs+:29]>>[c:2]1([NH:23][CH2:22][CH:19]2[CH2:18][CH2:17][N:16]([C:14]([O:13][C:9]([CH3:10])([CH3:11])[CH3:12])=[O:15])[CH2:21][CH2:20]2)[n:3][cH:4][cH:5][n:6][c:7]1[Cl:8]. Starting materials: NC1=C(C=CC(=C1C)N)C (2,4-diamino-m-xylene), ClC1=NC=CC=C1[N+](=O)[O-] (2-chloro-3nitropyridine), C([O-])([O-])=O.[Ca+2] (calcium carbonate), O (water). Run at temperature 20 celsius. The product is [N+](=O)([O-])C=1C(=C(C=CC1C)NC1=NC=CC=C1N)C (2-[(3-nitro-2,4-dimethylphenyl)-amino]-3-aminopyridine). As a reaction SMILES: [NH2:1][C:2]1[C:7]([CH3:8])=[C:6]([NH2:9])[CH:5]=[CH:4][C:3]=1[CH3:10].Cl[C:12]1[C:17]([N+:18]([O-])=O)=[CH:16][CH:15]=[CH:14][N:13]=1.C(=O)([O-])[O-:22].[Ca+2].[OH2:26]>>[N+:1]([C:2]1[C:7]([CH3:8])=[C:6]([NH:9][C:12]2[C:17]([NH2:18])=[CH:16][CH:15]=[CH:14][N:13]=2)[CH:5]=[CH:4][C:3]=1[CH3:10])([O-:22])=[O:26] |f:2.3|. Procedure details: 8.4 g of 2,4-diamino-m-xylene, 9.6 g of 2-chloro-3nitropyridine and 3.0 g of calcium carbonate were introduced into 300 ml water and the resulting mixture was heated under reflux for 8 hours to the boiling temperature. The reaction mixture was filtered while hot, the reaction product precipitating from the filtrate on cooling to 20° C. It was isolated and recrystallized from toluene. 6.2 g of the product melting at 173° to 175° C. were obtained. The reactants are OCCOC=1C=C2CCC(NC2=CC1)=O (6-(2-hydroxyethoxy)-3,4-dihydroquinolin-2(1H)-one), N1=CC=CC=C1 (pyridine), CC1=CC=C(C=C1)S(=O)(=O)Cl (4-methylbenzene-1-sulfonyl chloride). Run in C(Cl)Cl (DCM), CCOC(=O)C (EtOAc). Conditions: time 4 hour. Product: CC1=CC=C(C=C1)S(=O)(=O)OCCOC=1C=C2CCC(NC2=CC1)=O (2-(2-oxo-1,2,3,4-tetrahydroquinolin-6-yloxy)ethyl 4-methylbenzenesulfonate). The yield is 26.8%. Reaction SMILES: [OH:1][CH2:2][CH2:3][O:4][C:5]1[CH:6]=[C:7]2[C:12](=[CH:13][CH:14]=1)[NH:11][C:10](=[O:15])[CH2:9][CH2:8]2.N1C=CC=CC=1.[CH3:22][C:23]1[CH:28]=[CH:27][C:26]([S:29](Cl)(=[O:31])=[O:30])=[CH:25][CH:24]=1>C(Cl)Cl.CCOC(C)=O>[CH3:22][C:23]1[CH:28]=[CH:27][C:26]([S:29]([O:1][CH2:2][CH2:3][O:4][C:5]2[CH:6]=[C:7]3[C:12](=[CH:13][CH:14]=2)[NH:11][C:10](=[O:15])[CH2:9][CH2:8]3)(=[O:31])=[O:30])=[CH:25][CH:24]=1. Procedure: To a solution of 6-(2-hydroxyethoxy)-3,4-dihydroquinolin-2(1H)-one (0.15 g, 0.724 mmol) in DCM (2 mL) was added pyridine (0.117 mL, 1.448 mmol) and 4-methylbenzene-1-sulfonyl chloride (0.152 g, 0.796 mmol) and the reaction was stirred for 4 h. The reaction was diluted with EtOAc (25 mL), washed with 0.1 N HCl (10 mL), brine (10 mL), and sat. NaHCO3 solution (10 mL). The organic layer was dried over sodium sulfate, evaporated to dryness, and purified by flash chromatography on silica gel (4 g, 50... Reactants: CC(C)(C)OC(=O)N1CCN2CC(CO)CCC2C1, C1CCOC1, CCOCC, CCOC(C)=O, Cl, Oc1ccc(F)cc1, CCOC(=O)N=NC(=O)OCC, c1ccc(P(c2ccccc2)c2ccccc2)cc1. Product: CC(C)(C)OC(=O)N1CCN2CC(COc3ccc(F)cc3)CCC2C1. RXN SMILES: [C:1](=[O:2])([O:3][C:4]([CH3:5])([CH3:6])[CH3:7])[N:8]1[CH2:9][CH:10]2[N:11]([CH2:12][CH2:13]1)[CH2:14][CH:15]([CH2:18][OH:19])[CH2:16][CH2:17]2.[CH2:60]1[O:61][CH2:62][CH2:63][CH2:64]1.[CH2:71]([O:72][CH2:73][CH3:74])[CH3:75].[CH3:65][CH2:66][O:67][C:68](=[O:69])[CH3:70].[ClH:59].[F:20][c:21]1[cH:22][cH:23][c:24]([OH:27])[cH:25][cH:26]1.[O:47]=[C:48]([O:49][CH2:50][CH3:51])[N:52]=[N:53][C:54]([O:55][CH2:56][CH3:57])=[O:58].[c:28]1([P:29]([c:30]2[cH:31][cH:32][cH:33][cH:34][cH:35]2)[c:36]2[cH:37][cH:38][cH:39][cH:40][cH:41]2)[cH:42][cH:43][cH:44][cH:45][cH:46]1>>[C:1](=[O:2])([O:3][C:4]([CH3:5])([CH3:6])[CH3:7])[N:8]1[CH2:9][CH:10]2[N:11]([CH2:12][CH2:13]1)[CH2:14][CH:15]([CH2:18][O:19][c:24]1[cH:23][cH:22][c:21]([F:20])[cH:26][cH:25]1)[CH2:16][CH2:17]2. Reactants: COC(=O)c1ccc(Br)cc1, O=C([O-])[O-], Cc1ccccc1, CCOC(C)=O, [Na+], [Na+], OB(O)c1ccc(F)cc1. Product: COC(=O)c1ccc(-c2ccc(F)cc2)cc1. RXN SMILES: [Br:1][c:2]1[cH:3][cH:4][c:5]([C:6](=[O:7])[O:8][CH3:9])[cH:10][cH:11]1.[C:22](=[O:23])([O-:24])[O-:25].[CH3:28][c:29]1[cH:30][cH:31][cH:32][cH:33][cH:34]1.[CH3:35][CH2:36][O:37][C:38](=[O:39])[CH3:40].[Na+:26].[Na+:27].[OH:12][B:13]([OH:14])[c:15]1[cH:16][cH:17][c:18]([F:19])[cH:20][cH:21]1>>[c:2]1(-[c:15]2[cH:16][cH:17][c:18]([F:19])[cH:20][cH:21]2)[cH:3][cH:4][c:5]([C:6](=[O:7])[O:8][CH3:9])[cH:10][cH:11]1.